Task: describe an organic reaction: reactants, conditions, products, and yield. Dataset: the Open Reaction Database (ORD), a public repository of structured organic reaction records Reactants: BrCC1=C(C=2N(C=N1)N=CN2)CCC (7-bromomethyl-8-propyl-[1,2,4]triazolo[1,5-c]pyrimidine), C(=O)([O-])[O-].[K+].[K+] (K2CO3), C(C(C)C)N (isobutylamine). Solvent: CC#N (CH3CN). Run at time 8 hour. Yields the product C(C(C)C)NCC1=C(C=2N(C=N1)N=CN2)CCC (Isobutyl-(8-propyl-[1,2,4]triazolo[1,5-c]pyrimidin-7-ylmethyl)-amine). Reaction SMILES: Br[CH2:2][C:3]1[N:8]=[CH:7][N:6]2[N:9]=[CH:10][N:11]=[C:5]2[C:4]=1[CH2:12][CH2:13][CH3:14].C([O-])([O-])=O.[K+].[K+].[CH2:21]([NH2:25])[CH:22]([CH3:24])[CH3:23]>CC#N>[CH2:21]([NH:25][CH2:2][C:3]1[N:8]=[CH:7][N:6]2[N:9]=[CH:10][N:11]=[C:5]2[C:4]=1[CH2:12][CH2:13][CH3:14])[CH:22]([CH3:24])[CH3:23] |f:1.2.3|. Procedure details: To a solution of 7-bromomethyl-8-propyl-[1,2,4]triazolo[1,5-c]pyrimidine (16.58 mmol) in CH3CN (30 ml) is added K2CO3 (9.15 g, 66.3 mmol), isobutylamine (6.6 ml, 66.3 mmol) and the mixture is stirred at room temperature overnight. The solvent is removed in vacuo and to the residue is added water (60 ml) and EtOAc (60 ml). The layers are separated and the organic layer is washed with brine (20 ml) and dried (Na2SO4). Evaporation of the solvent provides a light yellow oil, which is used in next st... The reactants are BrC1=CC=C(C=C1)C(CC(=O)O)C (3-(4-bromophenyl)butanoic acid), B (borane). The solvent is O1CCCC1 (tetrahydrofuran), O1CCCC1 (tetrahydrofuran). The product is BrC1=CC=C(C=C1)C(CCO)C (3-(4-bromophenyl)butan-1-ol). The yield is 84.2%. As a reaction SMILES: [Br:1][C:2]1[CH:7]=[CH:6][C:5]([CH:8]([CH3:13])[CH2:9][C:10](O)=[O:11])=[CH:4][CH:3]=1.B>O1CCCC1>[Br:1][C:2]1[CH:3]=[CH:4][C:5]([CH:8]([CH3:13])[CH2:9][CH2:10][OH:11])=[CH:6][CH:7]=1. Procedure: To the solution of 3-(4-bromophenyl)butanoic acid (1 g, 4.1 mmol) in tetrahydrofuran (100 mL) was added borane in tetrahydrofuran (8 mL, 1 mol/L), the solution was stirred at reflux for 2 hours, then the solution was concentrated and purified by column chromatography (silica gel, Petroleum ether/ethyl acetate=20:1) to give 3-(4-bromophenyl)butan-1-ol (791 mg, 84.6%). Reactants: COCC=1NC(C2=C(N1)N=C(C=C2)C2=NC=CC=C2C(F)(F)F)=O (2-methoxymethyl-7-(3-trifluoromethyl-pyridin-2-yl)-3H-pyrido[2,3-d]pyrimidin-4-one), N1=C(C=CC=C1C)C (2,6-lutidine), O=P(Cl)(Cl)Cl (POCl3). Solvent: C(Cl)(Cl)Cl (CHCl3). Yields the product ClC=1C2=C(N=C(N1)COC)N=C(C=C2)C2=NC=CC=C2C(F)(F)F (4-chloro-2-methoxymethyl-7-(3-trifluoromethyl-pyridin-2-yl)-pyrido[2,3-d]pyrimidine). RXN SMILES: [CH3:1][O:2][CH2:3][C:4]1[NH:5][C:6](=O)[C:7]2[CH:13]=[CH:12][C:11]([C:14]3[C:19]([C:20]([F:23])([F:22])[F:21])=[CH:18][CH:17]=[CH:16][N:15]=3)=[N:10][C:8]=2[N:9]=1.N1C(C)=CC=CC=1C.O=P(Cl)(Cl)[Cl:35]>C(Cl)(Cl)Cl>[Cl:35][C:6]1[C:7]2[CH:13]=[CH:12][C:11]([C:14]3[C:19]([C:20]([F:23])([F:22])[F:21])=[CH:18][CH:17]=[CH:16][N:15]=3)=[N:10][C:8]=2[N:9]=[C:4]([CH2:3][O:2][CH3:1])[N:5]=1. Procedure: Reflux a mixture of 2-methoxymethyl-7-(3-trifluoromethyl-pyridin-2-yl)-3H-pyrido[2,3-d]pyrimidin-4-one (0.500 g, 1.49 mmol), 2,6-lutidine (0.69 mL), and POCl3 (0.555 mL) in CHCl3 (10 mL) for 5 hours. Cool the mixture and concentrate under reduced pressure. Partition the residue between EtOAc and saturated NaHCO3 solution. Wash the EtOAc portion with additional NaHCO3 and then dry (MgSO4) and concentrate under reduced pressure. Purified the crude by flash column chromatography on a silica gel (Et... Starting materials: C(CCC)N1C(N(C(C(=C1C)[N+](=O)[O-])=O)C)=O (1-butyl-3,6-dimethyl-5-nitro-1H-pyrimidine-2,4-dione). Reagents/catalysts: [Pd] (Pd/C). Run in CCOC(=O)C (EtOAc). Run at time 67 hour. Product: NC=1C(N(C(N(C1C)CCCC)=O)C)=O (5-Amino-1-butyl-3,6-dimethyl-1H-pyrimidine-2,4-dione). Isolated yield 96.0%. RXN SMILES: [CH2:1]([N:5]1[C:10]([CH3:11])=[C:9]([N+:12]([O-])=O)[C:8](=[O:15])[N:7]([CH3:16])[C:6]1=[O:17])[CH2:2][CH2:3][CH3:4]>CCOC(C)=O.[Pd]>[NH2:12][C:9]1[C:8](=[O:15])[N:7]([CH3:16])[C:6](=[O:17])[N:5]([CH2:1][CH2:2][CH2:3][CH3:4])[C:10]=1[CH3:11]. Reported procedure: To 1.48 g (6.14 mmol) of 1-butyl-3,6-dimethyl-5-nitro-1H-pyrimidine-2,4-dione in 60 mL EtOAc was added 500 mg of 10% Pd/C. The resulting mixture was hydrogenated under 1 atm of H2 for 67 h at 23° C. The reaction mixture was then poured through Celite and the solvent evaporated to give 1.24 g (5.87 mmol, a 96% yield) of the title compound as a white solid. mp: 74-75° C.; 1H NMR (300 MHz, CDCl3): δ 0.99 (t, J=7.3 Hz, 3H), 1.40 (hex, J=7.4 Hz, 2H), 1.56-1.67 (m, 2H), 2.22 (s, 3H), 3.39 (s, 3H), 3.8... Starting materials: C=O (paraformaldehyde), S1C=CC=C1 (thiophene), FC1=C(C=CC(=C1)F)C1(OCC(O1)COC1=CC=C(C=C1)N1CCN(CC1)C1=CC=C(C=C1)N1C(N(N=C1)C(C(C)NC1CCN(CC1)CC1=CC=CC=C1)C)=O)CN1N=CN=C1 (4-[4-[4-[4-[[2-(2,4-difluorophenyl)-2-(1H-1,2,4-triazol-1-ylmethyl)-1,3-dioxolan-4-yl]methoxy]phenyl]-1-piperazinyl]phenyl]-2,4-dihydro-2-[2-[[1-(phenylmethyl)-4-piperidinyl]amino]-1-methylpropyl]-3H-1,2,4-triazol-3-one). Reagents/catalysts: [Pd] (Pd on activated carbon). Run in C1CCOC1 (THF). Yields the product FC1=C(C=CC(=C1)F)C1(OCC(O1)COC1=CC=C(C=C1)N1CCN(CC1)C1=CC=C(C=C1)N1C(N(N=C1)C(C(C)NC1CCN(CC1)C)C)=O)CN1N=CN=C1 (4-[4-[4-[4-[[2-(2,4-difluorophenyl)-2-(1H-1,2,4-triazol-1-ylmethyl)-1,3-dioxolan-4-yl]methoxy]phenyl]-1-piperazinyl]phenyl]-2,4-dihydro-2-[2-[(1-methyl-4-piperidinyl)amino]-1-methylpropyl]-3H-1,2,4-triazol-3-one). Reaction SMILES: [F:1][C:2]1[CH:7]=[C:6]([F:8])[CH:5]=[CH:4][C:3]=1[C:9]1([CH2:58][N:59]2[CH:63]=[N:62][CH:61]=[N:60]2)[O:13][CH:12]([CH2:14][O:15][C:16]2[CH:21]=[CH:20][C:19]([N:22]3[CH2:27][CH2:26][N:25]([C:28]4[CH:33]=[CH:32][C:31]([N:34]5[CH:38]=[N:37][N:36]([CH:39]([CH3:56])[CH:40]([NH:42][CH:43]6[CH2:48][CH2:47][N:46]([CH2:49]C7C=CC=CC=7)[CH2:45][CH2:44]6)[CH3:41])[C:35]5=[O:57])=[CH:30][CH:29]=4)[CH2:24][CH2:23]3)=[CH:18][CH:17]=2)[CH2:11][O:10]1.C=O.S1C=CC=C1>C1COCC1.[Pd]>[F:1][C:2]1[CH:7]=[C:6]([F:8])[CH:5]=[CH:4][C:3]=1[C:9]1([CH2:58][N:59]2[CH:63]=[N:62][CH:61]=[N:60]2)[O:13][CH:12]([CH2:14][O:15][C:16]2[CH:21]=[CH:20][C:19]([N:22]3[CH2:23][CH2:24][N:25]([C:28]4[CH:33]=[CH:32][C:31]([N:34]5[CH:38]=[N:37][N:36]([CH:39]([CH3:56])[CH:40]([NH:42][CH:43]6[CH2:44][CH2:45][N:46]([CH3:49])[CH2:47][CH2:48]6)[CH3:41])[C:35]5=[O:57])=[CH:30][CH:29]=4)[CH2:26][CH2:27]3)=[CH:18][CH:17]=2)[CH2:11][O:10]1. Reported procedure: A mixture of [2S-[2α,4α(R*,S*)]]+[2S-[2α,4α(S*,R*)]]-4-[4-[4-[4-[[2-(2,4-difluorophenyl)-2-(1H-1,2,4-triazol-1-ylmethyl)-1,3-dioxolan-4-yl]methoxy]phenyl]-1-piperazinyl]phenyl]-2,4-dihydro-2-[2-[[1-(phenylmethyl)-4-piperidinyl]amino]-1-methylpropyl]-3H-1,2,4-triazol-3-one (0.006 mol) in THF (250 ml) was hydrogenated for 3 days with Pd on activated carbon 10% (2 g) as a catalyst. Then paraformaldehyde (0.006 mol) and thiophene solution 4% (2 ml) were added. Hydrogenation was continued at 50° C. A...